Dataset: the Open Reaction Database (ORD), a public repository of structured organic reaction records. Task: describe an organic reaction: reactants, conditions, products, and yield Reactants: COC1=CC(=NC=C1)CCC(=O)O (3-(4-methoxypyridin-2-yl)propionic acid), NC1=NC=C(C=C1N)CCC1=CC=CC=C1 (2,3-diamino-5-(2-phenylethyl)pyridine). Run in ClCCl.CO (dichloromethane methanol). The product is COC1=CC(=NC=C1)CCC(=O)O (3-(4-methoxypyridin-2-yl)propionic acid), NC1=NC=C(C=C1N)CCC1=CC=CC=C1 (2,3-diamino-5-(2-phenylethyl)pyridine), COC1=CC(=NC=C1)CCC1=NC=2C(=NC=C(C2)CCC2=CC=CC=C2)N1 (2-[2-(4-Methoxypyridin-2-yl)ethyl]-6-(2-phenylethyl)-3H-imidazo[4,5-b]pyridine). Reaction SMILES: [CH3:1][O:2][C:3]1[CH:8]=[CH:7][N:6]=[C:5]([CH2:9][CH2:10][C:11]([OH:13])=[O:12])[CH:4]=1.[NH2:14][C:15]1[C:20]([NH2:21])=[CH:19][C:18]([CH2:22][CH2:23][C:24]2[CH:29]=[CH:28][CH:27]=[CH:26][CH:25]=2)=[CH:17][N:16]=1>ClCCl.CO>[CH3:1][O:2][C:3]1[CH:8]=[CH:7][N:6]=[C:5]([CH2:9][CH2:10][C:11]([OH:13])=[O:12])[CH:4]=1.[NH2:14][C:15]1[C:20]([NH2:21])=[CH:19][C:18]([CH2:22][CH2:23][C:24]2[CH:29]=[CH:28][CH:27]=[CH:26][CH:25]=2)=[CH:17][N:16]=1.[CH3:1][O:2][C:3]1[CH:8]=[CH:7][N:6]=[C:5]([CH2:9][CH2:10][C:11]2[NH:14][C:15]3=[N:16][CH:17]=[C:18]([CH2:22][CH2:23][C:24]4[CH:25]=[CH:26][CH:27]=[CH:28][CH:29]=4)[CH:19]=[C:20]3[N:21]=2)[CH:4]=1 |f:2.3|. Reported procedure: Similarly to Example 1, 0.69 g of 3-(4-methoxypyridin-2-yl)propionic acid (starting material A1), 0.74 g of 2,3-diamino-5-(2-phenylethyl)pyridine (starting material F1) and 12 g of PPA (24 hours at 140° C. and chromatography using dichloromethane/methanol 30:1) give 0.91 g of the title compound of m.p. 86–88° C. The mass spectrum shows the molecular peak MH+ at 359.4 Da. Starting materials: C(#N)C=1N=CC(=NC1)NC1=NC=C(C(=C1)NCC1CN(CCC1)C(=O)OC(C)(C)C)N1C=C(C=C1)C(=O)OCC (tert-Butyl 3-((2-(5-cyanopyrazin-2-ylamino)-5-(3-(ethoxycarbonyl)-1H-pyrrol-1-yl)pyridin-4-ylamino)methyl)piperidine-1-carboxylate), [OH-].[K+] (KOH). Solvent: C(C)O (ethanol). Conditions: temperature 50 celsius, time 72 hour. The product is C(C)(C)(C)OC(=O)N1CC(CCC1)CNC1=C(C=NC(=C1)NC1=NC=C(N=C1)C#N)N1C=C(C=C1)C(=O)O (1-(4-((1-(tert-Butoxycarbonyl)piperidin-3-yl)methylamino)-6-(5-cyanopyrazin-2-ylamino)pyridin-3-yl)-1H-pyrrole-3-carboxylic acid). As a reaction SMILES: [C:1]([C:3]1[N:4]=[CH:5][C:6]([NH:9][C:10]2[CH:15]=[C:14]([NH:16][CH2:17][CH:18]3[CH2:23][CH2:22][CH2:21][N:20]([C:24]([O:26][C:27]([CH3:30])([CH3:29])[CH3:28])=[O:25])[CH2:19]3)[C:13]([N:31]3[CH:35]=[CH:34][C:33]([C:36]([O:38]CC)=[O:37])=[CH:32]3)=[CH:12][N:11]=2)=[N:7][CH:8]=1)#[N:2].[OH-].[K+]>C(O)C>[C:27]([O:26][C:24]([N:20]1[CH2:21][CH2:22][CH2:23][CH:18]([CH2:17][NH:16][C:14]2[CH:15]=[C:10]([NH:9][C:6]3[CH:5]=[N:4][C:3]([C:1]#[N:2])=[CH:8][N:7]=3)[N:11]=[CH:12][C:13]=2[N:31]2[CH:35]=[CH:34][C:33]([C:36]([OH:38])=[O:37])=[CH:32]2)[CH2:19]1)=[O:25])([CH3:30])([CH3:28])[CH3:29] |f:1.2|. Procedure: tert-Butyl 3-((2-(5-cyanopyrazin-2-ylamino)-5-(3-(ethoxycarbonyl)-1H-pyrrol-1-yl)pyridin-4-ylamino)methyl)piperidine-1-carboxylate (42 mg, 0.077 mmol) was dissolved in ethanol (1 mL). KOH (43 mg, 0.770 mmol) was added and the solution was stirred at 50° C. for 72 h. The reaction mixture was evaporated to dryness and the residue was partitioned between water and dichloromethane. The two phases were separated and the organic phase was extracted with water. The combined aqueous phases were neutrali... The reactants are OC1=CC=C(C(=O)C2=CC=C(CSC3=NC4=CC=CC(=C4C(N3C)=O)C)C=C2)C=C1 (2-[4-(4-hydroxybenzoyl)benzylthio]-3,5-dimethyl-4(3H)-quinazolinone), Cl.CN(CCCCl)C (3-dimethylaminopropyl chloride hydrochloride), C([O-])([O-])=O.[K+].[K+] (potassium carbonate). Solvent: CN(C)C=O (DMF). The product is Cl.CN1C(=NC2=CC=CC(=C2C1=O)C)SCC1=CC=C(C=C1)C(C1=CC=C(C=C1)OCCCN(C)C)=O (3,5-Dimethyl-2-[4-[4-(3-dimethylaminopropoxy)-benzoyl]benzylthio]-4(3H)-quinazolinone hydrochloride). The yield is 46.0%. RXN SMILES: [OH:1][C:2]1[CH:30]=[CH:29][C:5]([C:6]([C:8]2[CH:28]=[CH:27][C:11]([CH2:12][S:13][C:14]3[N:23]([CH3:24])[C:22](=[O:25])[C:21]4[C:16](=[CH:17][CH:18]=[CH:19][C:20]=4[CH3:26])[N:15]=3)=[CH:10][CH:9]=2)=[O:7])=[CH:4][CH:3]=1.Cl.[CH3:32][N:33]([CH3:38])[CH2:34][CH2:35][CH2:36][Cl:37].C(=O)([O-])[O-].[K+].[K+]>CN(C=O)C>[ClH:37].[CH3:24][N:23]1[C:22](=[O:25])[C:21]2[C:16](=[CH:17][CH:18]=[CH:19][C:20]=2[CH3:26])[N:15]=[C:14]1[S:13][CH2:12][C:11]1[CH:27]=[CH:28][C:8]([C:6](=[O:7])[C:5]2[CH:4]=[CH:3][C:2]([O:1][CH2:36][CH2:35][CH2:34][N:33]([CH3:38])[CH3:32])=[CH:30][CH:29]=2)=[CH:9][CH:10]=1 |f:1.2,3.4.5,7.8|. Reported procedure: A solution of 2-[4-(4-hydroxybenzoyl)benzylthio]-3,5-dimethyl-4(3H)-quinazolinone (311 mg), 3-dimethylaminopropyl chloride hydrochloride (249 mg) and potassium carbonate (322 mg) in DMF (5 ml) was stirred at 60° C. for 18 hours. This reaction mixture was concentrated and the residue was dissolved in ethyl acetate, washed with water, and dried. Then, hydrogen chloride/ethyl acetate was added and the precipitated hydrochloride was collected by filtration to provide the title compound as colorless ... Starting materials: C(C)OC(=O)C=1N=C(SC1)NC1=CC=NC=C1 (2-(pyridin-4-ylamino)-thiazole-4-carboxylic acid ethyl ester), O1CCCC1 (tetrahydrofuran), [OH-].[Na+] (NaOH). Run in CO (methanol). Yields the product N1=CC=C(C=C1)NC=1SC=C(N1)C(=O)O (2-(Pyridin-4-ylamino)-thiazole-4-carboxylic acid). As a reaction SMILES: C([O:3][C:4]([C:6]1[N:7]=[C:8]([NH:11][C:12]2[CH:17]=[CH:16][N:15]=[CH:14][CH:13]=2)[S:9][CH:10]=1)=[O:5])C.O1CCCC1.[OH-].[Na+]>CO>[N:15]1[CH:16]=[CH:17][C:12]([NH:11][C:8]2[S:9][CH:10]=[C:6]([C:4]([OH:5])=[O:3])[N:7]=2)=[CH:13][CH:14]=1 |f:2.3|. Procedure details: 2-(Pyridin-4-ylamino)-thiazole-4-carboxylic acid (160 mg) was prepared according to General Procedure C using 2-(pyridin-4-ylamino)-thiazole-4-carboxylic acid ethyl ester in methanol:tetrahydrofuran:2N NaOH (1:1:1, 1.5 mL). The solvents were evaporated and the compound was dried. The crude product was used without further purification. The reactants are FC1=C(C=CC(=C1)F)[C@]1(OC1)[C@H](C)O ((1S)-1-[(2R)-2-(2,4-difluorophenyl)-2-oxiranyl] ethanol), COC1=C2NC=NC2=NC=N1 (6-methoxypurine), FC1=C(C=CC(=C1)F)[C@]1(OC1)[C@@H](C)N1C=NC2=NC=NC(=C12)OC ((2S)-2-(2,4-difluorophenyl)-2-[(1R)-1-[6-methoxy-7(7H)-purinyl]ethyl]oxirane). Product: FC1=C(C=CC(=C1)F)[C@]1(OC1)[C@@H](C)N1C2=NC=NC(=C2N=C1)OC ((2S)-2-(2,4-difluorophenyl)-2-[(1R)-1-[6-methoxy-9(9H)-purinyl]ethyl] oxirane). The yield is 21.1%. As a reaction SMILES: [F:1][C:2]1[CH:7]=[C:6]([F:8])[CH:5]=[CH:4][C:3]=1[C@:9]1([C@@H:12](O)[CH3:13])[CH2:11][O:10]1.[CH3:15][O:16][C:17]1[N:25]=[CH:24][N:23]=[C:22]2[C:18]=1[NH:19][CH:20]=[N:21]2.FC1C=C(F)C=CC=1[C@]1([C@H](N2C3C(=NC=NC=3OC)N=C2)C)CO1>>[F:1][C:2]1[CH:7]=[C:6]([F:8])[CH:5]=[CH:4][C:3]=1[C@:9]1([C@H:12]([N:21]2[CH:20]=[N:19][C:18]3[C:22]2=[N:23][CH:24]=[N:25][C:17]=3[O:16][CH3:15])[CH3:13])[CH2:11][O:10]1. Reported procedure: Using (1S)-1-[(2R)-2-(2,4-difluorophenyl)-2-oxiranyl] ethanol (523 mg) and 6-methoxypurine 1/2 hydrate (415 mg), (2S)-2-(2,4-difluorophenyl)-2-[(1R)-1-[6-methoxy-7(7H)-purinyl]ethyl]oxirane (205 mg) and (2S)-2-(2,4-difluorophenyl)-2-[(1R)-1-[6-methoxy-9(9H)-purinyl]ethyl] oxirane (183 mg) were obtained as a white powder respectively by the same way as in Reference Example 2. Reactants: CC(C(=O)OC)(C)OCC(=C)C (methyl 2-methyl-2-[(2-methylprop-2-en-1-yl)oxy]propanoate), N1=C(C=CC=C1C)C (2,6-lutidine), I(=O)(=O)(=O)[O-].[Na+] (sodium periodate). The reagents and catalysts are [Os](=O)(=O)(=O)=O (osmium tetroxide). The solvent is O1CCOCC1 (1,4-dioxane), O (water). Conditions: time 14 hour. The product is CC(C(=O)OC)(C)OCC(C)=O (methyl 2-methyl-2-(2-oxopropoxy)propanoate). Yield: 100.0%. RXN SMILES: [CH3:1][C:2]([O:8][CH2:9][C:10]([CH3:12])=C)([CH3:7])[C:3]([O:5][CH3:6])=[O:4].N1C(C)=CC=CC=1C.I([O-])(=O)(=O)=[O:22].[Na+]>O1CCOCC1.O.[Os](=O)(=O)(=O)=O>[CH3:7][C:2]([O:8][CH2:9][C:10](=[O:22])[CH3:12])([CH3:1])[C:3]([O:5][CH3:6])=[O:4] |f:2.3|. Reported procedure: To a solution of the product of Step 1 (1.73 g, 10 mmol) in 1,4-dioxane (75 mL) and water (25 mL) was added osmium tetroxide (4 wt % in water, 0.392 mL, 0.05 mmol), 2,6-lutidine (2.329 mL, 20 mmol), and sodium periodate (8.56 g, 40 mmol). After stirring for 14 hours, a large amount of white precipitate had built up. The reaction mixture was then partitioned between diethyl ether (100 mL) and water (25 mL). The layers were separated and the aqueous layer was extracted with diethyl ether (2×50 mL)... Reactants: NC1=NNC=C1 (3-aminopyrazole), CC(C#N)C(CCCC)=O (2-methyl-3-oxoheptanenitrile). The solvent is C1(=CC=CC=C1)C (toluene). Conditions: temperature 115 celsius. Yields the product NC1=C(C(=NC=2N1N=CC2)CCCC)C (7-amino-5-n-butyl-6-methylpyrazolo[1,5-a]pyrimidine). Reaction SMILES: [NH2:1][C:2]1[CH:6]=[CH:5][NH:4][N:3]=1.[CH3:7][CH:8]([C:11](=O)[CH2:12][CH2:13][CH2:14][CH3:15])[C:9]#[N:10]>C1(C)C=CC=CC=1>[NH2:10][C:9]1[N:3]2[N:4]=[CH:5][CH:6]=[C:2]2[N:1]=[C:11]([CH2:12][CH2:13][CH2:14][CH3:15])[C:8]=1[CH3:7]. Procedure details: A toluene solution (2.5 ml) containing 1.8 g of 3-aminopyrazole and 3 g of 2-methyl-3-oxoheptanenitrile was heated at 115° C. for 3.5 hours. Toluene was distilled off under reduced pressure and the residue was recrystallized from ethyl acetate and washed with diethyl ether to provide 2.4 g of the title object compound as colorless crystals.